This data is from the Open Reaction Database (ORD), a public repository of structured organic reaction records. The task is: describe an organic reaction: reactants, conditions, products, and yield Starting materials: C1OC=2C=C(CCN)C=CC2O1 (3,4-methylenedioxyphenethylamine), ClC=1C2=C(N=C(N1)C1=NC=CN=C1)SC(=C2Cl)C (4-chloro-2-(pyrazin-2-yl)-5-chloro-6-methyl-thieno-[2,3-d]-pyrimidine). The product is N1=C(C=NC=C1)C=1N=C(C2=C(N1)SC(=C2Cl)C)NCCC2=CC1=C(C=C2)OCO1 (2-(pyrazin-2-yl)-4-(3,4-methylenedioxyphenethylamino)-5-chloro-6-methyl-thieno-[2,3-d]-pyrimidine). RXN SMILES: [CH2:1]1[O:12][C:11]2[CH:10]=[CH:9][C:5]([CH2:6][CH2:7][NH2:8])=[CH:4][C:3]=2[O:2]1.Cl[C:14]1[C:15]2[C:28]([Cl:29])=[C:27]([CH3:30])[S:26][C:16]=2[N:17]=[C:18]([C:20]2[CH:25]=[N:24][CH:23]=[CH:22][N:21]=2)[N:19]=1>>[N:21]1[CH:22]=[CH:23][N:24]=[CH:25][C:20]=1[C:18]1[N:19]=[C:14]([NH:8][CH2:7][CH2:6][C:5]2[CH:9]=[CH:10][C:11]3[O:12][CH2:1][O:2][C:3]=3[CH:4]=2)[C:15]2[C:28]([Cl:29])=[C:27]([CH3:30])[S:26][C:16]=2[N:17]=1. Procedure details: With the procedure of Example 1, the reaction of 3,4-methylenedioxyphenethylamine with 4-chloro-2-(pyrazin-2-yl)-5-chloro-6-methyl-thieno-[2,3-d]-pyrimidine yields 2-(pyrazin-2-yl)-4-(3,4-methylenedioxyphenethylamino)-5-chloro-6-methyl-thieno-[2,3-d]-pyrimidine. The reactants are NC1=C(C(C2=CC=CC=C2)(C2=CC=CC=C2)SCCC(=O)NCC2CC=3C(=C4C=CC(NC4=C(C3)C)=O)O2)C=CC=C1 (2-(2'-Amino-3'-tritylmercaptopropionyl)aminomethyl-5-methyl-2,3,6,7-tetrahydrofuro[2,3-f]quinoline-7-one), ice water, resultant solution, Cl.CO (HCl methanol). Solvent: CO (methanol), C(Cl)(Cl)Cl (chloroform). Conditions: time 20 minute. The product is NC1=C(C(C2=CC=CC=C2)(C2=CC=CC=C2)SCCC(=O)NCC2CC=3C(=C4C=CC(NC4=C(C3)C)=O)O2)C=CC=C1.Cl (2-(2'-Amino-3'-tritylmercaptopropionyl)aminomethyl-5-methyl-2,3,6,7-tetrahydrofuro[2,3-f]quinoline-7-one·HCl). The yield is 78.8%. Reaction SMILES: [NH2:1][C:2]1[CH:42]=[CH:41][CH:40]=[CH:39][C:3]=1[C:4]([S:17][CH2:18][CH2:19][C:20]([NH:22][CH2:23][CH:24]1[O:38][C:27]2=[C:28]3[C:33](=[C:34]([CH3:36])[CH:35]=[C:26]2[CH2:25]1)[NH:32][C:31](=[O:37])[CH:30]=[CH:29]3)=[O:21])([C:11]1[CH:16]=[CH:15][CH:14]=[CH:13][CH:12]=1)[C:5]1[CH:10]=[CH:9][CH:8]=[CH:7][CH:6]=1.[ClH:43].CO>CO.C(Cl)(Cl)Cl>[NH2:1][C:2]1[CH:42]=[CH:41][CH:40]=[CH:39][C:3]=1[C:4]([S:17][CH2:18][CH2:19][C:20]([NH:22][CH2:23][CH:24]1[O:38][C:27]2=[C:28]3[C:33](=[C:34]([CH3:36])[CH:35]=[C:26]2[CH2:25]1)[NH:32][C:31](=[O:37])[CH:30]=[CH:29]3)=[O:21])([C:5]1[CH:6]=[CH:7][CH:8]=[CH:9][CH:10]=1)[C:11]1[CH:16]=[CH:15][CH:14]=[CH:13][CH:12]=1.[ClH:43] |f:1.2,5.6|. Procedure: 2-(2'-Amino-3'-tritylmercaptopropionyl)aminomethyl-5-methyl-2,3,6,7-tetrahydrofuro[2,3-f]quinoline-7-one (1.05 g, 1.82 mmol) was dissolved in a mixture of methanol (5 ml) and chloroform (5 ml). To the resultant solution, 5% HCl/methanol (1.50 ml, 2.06 mmol) was added dropwise while cooling with ice-water. The mixture was stirred at room temperature for 20 minutes. The solvent was distilled off under reduced pressure. When the residue was recrystallized from methanol-ether, 879 mg of a hydrochlor... Starting materials: [N+](=O)([O-])C1=CC=C(C=C1)SC=1NC=CN1 (2-(4-nitrophenylthio)imidazole), 1,8-diazabicyclo[5.4.0]undecene-7. The solvent is C(C=C)#N (acrylonitrile). Conditions: time 1 hour. Yields the product C(#N)CCN1C(=NC=C1)SC1=CC=C(C=C1)[N+](=O)[O-] (1-(2-cyanoethyl)-2-(4-nitrophenylthio)imidazole). The yield is 146.5%. As a reaction SMILES: [N+:1]([C:4]1[CH:9]=[CH:8][C:7]([S:10][C:11]2[NH:12][CH:13]=[CH:14][N:15]=2)=[CH:6][CH:5]=1)([O-:3])=[O:2]>C(#N)C=C>[C:4]([CH2:5][CH2:6][N:15]1[CH:14]=[CH:13][N:12]=[C:11]1[S:10][C:7]1[CH:8]=[CH:9][C:4]([N+:1]([O-:3])=[O:2])=[CH:5][CH:6]=1)#[N:1]. Reported procedure: To acrylonitrile (10 ml) suspension of 2-(4-nitrophenylthio)imidazole (500 mg) was added 1,8-diazabicyclo[5.4.0]undecene-7 (0.04 ml), the reaction mixture was stirred for 1 hour under refluxing. The residue obtained by concentration was purified by use of a basic silica gel column chromatography (eluent: dichloromethane), the thus obtained solid was recrystallized from dichloromethane-tert-butylmethyl ether, there was obtained 1-(2-cyanoethyl)-2-(4-nitrophenylthio)imidazole (454 mg, yield: 74%) ... The reactants are C(C)C1(OC(C(O1)(COS(=O)(=O)C)C1=C(C=CC=C1)Cl)=O)CC (2,2-diethyl-4-(chlorophenyl)-4-methanesulfonyloxymethyl-1,3-dioxolan-5-one), [H-].[Na+] (sodium hydride), ice water, N1N=CN=C1 (1,2,4-triazole), [H][H] (hydrogen), C(Cl)Cl (methylene chloride), ice water. Run in CN(C=O)C (dimethyl formamide), CN(C=O)C (dimethyl formamide). Yields the product N1(N=CN=C1)CC1(OC(OC1=O)(CC)CC)C1=CC=C(C=C1)Cl (4-(1H-1,2,4-triazolylmethyl)-4-(4-chlorophenyl)-2,2-diethyl-1,3-dioxolan-5-one). RXN SMILES: [H-].[Na+].[NH:3]1[CH:7]=[N:6][CH:5]=[N:4]1.[H][H].[CH2:10]([C:12]1([CH2:31][CH3:32])[O:16][C:15]([C:23]2[CH:28]=[CH:27][CH:26]=[CH:25][C:24]=2Cl)([CH2:17]OS(C)(=O)=O)[C:14](=[O:30])[O:13]1)[CH3:11].C(Cl)[Cl:34]>CN(C)C=O>[N:3]1([CH2:17][C:15]2([C:23]3[CH:28]=[CH:27][C:26]([Cl:34])=[CH:25][CH:24]=3)[C:14](=[O:30])[O:13][C:12]([CH2:31][CH3:32])([CH2:10][CH3:11])[O:16]2)[CH:7]=[N:6][CH:5]=[N:4]1 |f:0.1|. Reported procedure: With stirring and under nitrogen 5.2 g of sodium hydride (55% dispersion in oil) are added to 50 ml of absolute dimethyl formamide and then 16.6 g of 1,2,4-triazole are added dropwise, whereupon elemental hydrogen escapes. The reaction mixture is heated for 2 hours to 70° C., then cooled to room temperature and a solution of 29 g (0.08 mole) of 2,2-diethyl-4-(chlorophenyl)-4-methanesulfonyloxymethyl-1,3-dioxolan-5-one in 50 ml of dimethyl formamide are added dropwise. The mixture is then heated ... Starting materials: CO, Cc1ccc(C=CC(=O)O)cc1, O=S(=O)(O)O. The product is Cc1ccc(C=CCO)cc1. RXN SMILES: [CH3:18][OH:19].[CH3:1][c:2]1[cH:3][cH:4][c:5]([CH:8]=[CH:9][C:10](=[O:11])[OH:12])[cH:6][cH:7]1.[S:13](=[O:14])(=[O:15])([OH:16])[OH:17]>>[CH3:1][c:2]1[cH:3][cH:4][c:5]([CH:8]=[CH:9][CH2:10][OH:11])[cH:6][cH:7]1. Reactants: C(=O)C=1N(C=CC1)C1=C(C=C(C#N)C=C1)C (4-(2-formyl-1H-pyrrol-1-yl)-3-methylbenzonitrile), C(=O)(OCC)C=P(C1=CC=CC=C1)(C1=CC=CC=C1)C1=CC=CC=C1 ((carbethoxymethylene)-triphenylphosphorane). The solvent is C1(=CC=CC=C1)C (toluene). Conditions: temperature 100 celsius. Yields the product C(#N)C1=CC(=C(C=C1)N1C(=CC=C1)C=CC(=O)OCC)C (ethyl 3-(1-(4-cyano-2-methylphenyl)-1H-pyrrol-2-yl)acrylate). Yield: 98.9%. As a reaction SMILES: [CH:1]([C:3]1[N:4]([C:8]2[CH:15]=[CH:14][C:11]([C:12]#[N:13])=[CH:10][C:9]=2[CH3:16])[CH:5]=[CH:6][CH:7]=1)=O.[C:17]([CH:22]=P(C1C=CC=CC=1)(C1C=CC=CC=1)C1C=CC=CC=1)([O:19][CH2:20][CH3:21])=[O:18]>C1(C)C=CC=CC=1>[C:12]([C:11]1[CH:14]=[CH:15][C:8]([N:4]2[CH:5]=[CH:6][CH:7]=[C:3]2[CH:1]=[CH:22][C:17]([O:19][CH2:20][CH3:21])=[O:18])=[C:9]([CH3:16])[CH:10]=1)#[N:13]. Procedure details: The mixture of 4-(2-formyl-1H-pyrrol-1-yl)-3-methylbenzonitrile (15 g, 71.4 mmol) and (carbethoxymethylene)-triphenylphosphorane (27.5 g, 78.6 mmol) in toluene was heated to 100° C. overnight. Then it was cooled to room temperature, concentrated and purified by silica gel column chromatography (PE:EA=5:1) to afford ethyl 3-(1-(4-cyano-2-methylphenyl)-1H-pyrrol-2-yl)acrylate as a yellow oil (19.8 g, 98%).